The task is: describe an organic reaction: reactants, conditions, products, and yield. This data is from the Open Reaction Database (ORD), a public repository of structured organic reaction records. The reactants are FC1=CC=C(C=C1)C(C#C)O (3-(p-fluorophenyl)-3-hydroxy-1-propyne), O=C1NC2=C(N1C1CCNCC1)C=CC=C2 (4-(2-keto-1-benzimidazolinyl)piperidine), C=O (formalin), cupric sulfate pentahydrate. The solvent is O1CCOCC1 (dioxane), O1CCOCC1 (dioxane), O (water), O (water). Conditions: temperature 80 celsius. The product is FC1=CC=C(C=C1)C(C#CCN1CCC(CC1)N1C(NC2=C1C=CC=C2)=O)O (1-[4-(p-fluorophenyl)-4-hydroxy-2-butynyl]-4-(2-keto-1-benzimidazolinyl)piperidine). As a reaction SMILES: [O:1]=[C:2]1[N:6]([CH:7]2[CH2:12][CH2:11][NH:10][CH2:9][CH2:8]2)[C:5]2[CH:13]=[CH:14][CH:15]=[CH:16][C:4]=2[NH:3]1.[CH2:17]=O.[F:19][C:20]1[CH:25]=[CH:24][C:23]([CH:26]([OH:29])[C:27]#[CH:28])=[CH:22][CH:21]=1>O1CCOCC1.O>[F:19][C:20]1[CH:21]=[CH:22][C:23]([CH:26]([OH:29])[C:27]#[C:28][CH2:17][N:10]2[CH2:9][CH2:8][CH:7]([N:6]3[C:5]4[CH:13]=[CH:14][CH:15]=[CH:16][C:4]=4[NH:3][C:2]3=[O:1])[CH2:12][CH2:11]2)=[CH:24][CH:25]=1. Procedure details: To a solution of 4-(2-keto-1-benzimidazolinyl)piperidine (0.625 g) in a mixture of dioxane (10 ml), water (2 ml), and 37% formalin (0.40 g), there were added a solution of 3-(p-fluorophenyl)-3-hydroxy-1-propyne (0.45 g) in dioxane (2 ml) and a solution of cupric sulfate pentahydrate (30 mg) in water (1 ml) under ice-cooling. The resulting mixture was heated at 80° C for 4 hours and, after cooling, the resulting mixture was filtered and the filtrate was concentrated under reduced pressure and ext... Reactants: C1CCOC1, OCCC(F)(F)F, CC(C)OC(=O)N=NC(=O)OC(C)C, COC(=O)CCCCCCO, c1ccc(P(c2ccccc2)c2ccccc2)cc1. Product: COC(=O)CCCCCCOCCC(F)(F)F. Reaction SMILES: [CH2:52]1[O:53][CH2:54][CH2:55][CH2:56]1.[F:1][C:2]([CH2:3][CH2:4][OH:5])([F:6])[F:7].[O:38]=[C:39]([O:40][CH:41]([CH3:42])[CH3:43])[N:44]=[N:45][C:46]([O:47][CH:48]([CH3:49])[CH3:50])=[O:51].[OH:8][CH2:9][CH2:10][CH2:11][CH2:12][CH2:13][CH2:14][C:15](=[O:16])[O:17][CH3:18].[c:19]1([P:20]([c:21]2[cH:22][cH:23][cH:24][cH:25][cH:26]2)[c:27]2[cH:28][cH:29][cH:30][cH:31][cH:32]2)[cH:33][cH:34][cH:35][cH:36][cH:37]1>>[F:1][C:2]([CH2:3][CH2:4][O:5][CH2:9][CH2:10][CH2:11][CH2:12][CH2:13][CH2:14][C:15](=[O:16])[O:17][CH3:18])([F:6])[F:7]. The reactants are C1(=CC=CC=C1)C(C1=CC=CC=C1)NC=1SC=C(N1)C=O (2-diphenylmethylaminothiazole-4-carbaldehyde), N (ammonia), S1C(=S)N(C(=O)C1)CC(=O)O (rhodanine-3-acetic acid), [Cl-].[NH4+] (ammonium chloride). Run in C(C)O (ethanol). Yields the product C1(=CC=CC=C1)C(C1=CC=CC=C1)NC=1SC=C(N1)C=C1C(N(C(S1)=S)CC(=O)O)=O (5-(2-Diphenylmethylaminothiazol-4-ylmethylene)-rhodanine-3-acetic acid). RXN SMILES: [C:1]1([CH:7]([NH:14][C:15]2[S:16][CH:17]=[C:18]([CH:20]=O)[N:19]=2)[C:8]2[CH:13]=[CH:12][CH:11]=[CH:10][CH:9]=2)[CH:6]=[CH:5][CH:4]=[CH:3][CH:2]=1.[S:22]1[CH2:28][C:26](=[O:27])[N:25]([CH2:29][C:30]([OH:32])=[O:31])[C:23]1=[S:24].[Cl-].[NH4+].N>C(O)C>[C:8]1([CH:7]([NH:14][C:15]2[S:16][CH:17]=[C:18]([CH:20]=[C:28]3[S:22][C:23](=[S:24])[N:25]([CH2:29][C:30]([OH:32])=[O:31])[C:26]3=[O:27])[N:19]=2)[C:1]2[CH:6]=[CH:5][CH:4]=[CH:3][CH:2]=2)[CH:13]=[CH:12][CH:11]=[CH:10][CH:9]=1 |f:2.3|. Procedure details: Following a procedure similar to that described in Example 1, the desired compound was prepared from 1.95 g of 2-diphenylmethylaminothiazole-4-carbaldehyde. 1.32 g of rhodanine-3-acetic acid, 0.4 g of ammonium chloride, 0.4 ml of 28% v/v aqueous ammonia and 20 ml of ethanol. The resulting product was a reddish-brown powder having the following physical properties. Reactants: C(C1=CC=CC=C1)OC(=O)NCCCN1CCC(CC1)(C1=CC=CC=C1)O (N-benzyloxycarbonyl-3-(4-hydroxy-4-phenylpiperidin-1-yl)propylamine), [H-].[Na+] (sodium hydride), C(C)(=O)Br (acetyl bromide). Run in C1CCOC1 (THF). Conditions: time 1.5 hour. Product: C(C1=CC=CC=C1)OC(=O)NCCCN1CCC(CC1)(C1=CC=CC=C1)OC(C)=O (N-Benzyloxycarbonyl-3-(4-acetoxy-4-phenylpiperidin-1-yl)propylamine). The yield is 86.9%. RXN SMILES: [CH2:1]([O:8][C:9]([NH:11][CH2:12][CH2:13][CH2:14][N:15]1[CH2:20][CH2:19][C:18]([OH:27])([C:21]2[CH:26]=[CH:25][CH:24]=[CH:23][CH:22]=2)[CH2:17][CH2:16]1)=[O:10])[C:2]1[CH:7]=[CH:6][CH:5]=[CH:4][CH:3]=1.[H-].[Na+].[C:30](Br)(=[O:32])[CH3:31]>C1COCC1>[CH2:1]([O:8][C:9]([NH:11][CH2:12][CH2:13][CH2:14][N:15]1[CH2:20][CH2:19][C:18]([O:27][C:30](=[O:32])[CH3:31])([C:21]2[CH:22]=[CH:23][CH:24]=[CH:25][CH:26]=2)[CH2:17][CH2:16]1)=[O:10])[C:2]1[CH:7]=[CH:6][CH:5]=[CH:4][CH:3]=1 |f:1.2|. Procedure: To a solution of N-benzyloxycarbonyl-3-(4-hydroxy-4-phenylpiperidin-1-yl)propylamine (0.5 g, 1.36 mmol) in THF (20 mL) at 0° C., sodium hydride (60% suspension in paraffin, 65 mg, 1.63 mmol, 1.2 eq.) was added and the mixture was stirred for 1.5 h. To this acetyl bromide (0.12 mL, 1.63 mmol) was injected and the mixture was stirred at 0° C. for 30 minutes and at room temperature for 3 h. Solvent was evaporated, the residue was mixed with dichloromethane (100 mL), and washed with water (2×20 mL).... Reactants: [N+](=O)([O-])C=1C=C(C=CC1)O (3-nitrophenol), C([O-])([O-])=O.[K+].[K+] (potassium carbonate), S(C)(=O)(=O)[O-] (mesylate), C(C)N(CC)C(CC)O (N,N-diethylaminopropanol). Solvent: CN(C)C=O (DMF), O (H2O), CN(C)C=O (DMF). Conditions: temperature 80 celsius. Product: C(C)N(CCCOC1=CC(=CC=C1)[N+](=O)[O-])CC (N,N-diethyl-N-[3-(3-nitrophenoxy)propyl]amine). As a reaction SMILES: [N+:1]([C:4]1[CH:5]=[C:6]([OH:10])[CH:7]=[CH:8][CH:9]=1)([O-:3])=[O:2].C(=O)([O-])[O-].[K+].[K+].S([O-])(=O)(=O)C.[CH2:22]([N:24]([CH:27](O)[CH2:28][CH3:29])[CH2:25][CH3:26])[CH3:23]>CN(C=O)C.O>[CH2:22]([N:24]([CH2:25][CH3:26])[CH2:27][CH2:28][CH2:29][O:10][C:6]1[CH:7]=[CH:8][CH:9]=[C:4]([N+:1]([O-:3])=[O:2])[CH:5]=1)[CH3:23] |f:1.2.3|. Procedure: To a stirred solution of 3-nitrophenol (2 mmol) in DMF (6 mL) at rt, solid potassium carbonate (4 mmol) was added. A solution of the mesylate of N,N-diethylaminopropanol (2.2 mmol) in DMF (2 mL) was then added to the reaction mixture and heated to 80° C. until completion, according to General Procedure Q1, as indicated by TLC or HPLC. After cooling to rt, the reaction mixture was then treated with cold H2O (15 mL), and extracted with EtOAc (2×15 mL). The combined organic layers were washed with ...